From a dataset of the Open Reaction Database (ORD), a public repository of structured organic reaction records. describe an organic reaction: reactants, conditions, products, and yield Run in O1CCCC1 (tetrahydrofuran). Reactants: C1(=CC=CC=C1)CN1C(CCC1)C=1C=C(C=CC1)O (3-(1-phenylmethyl-2-pyrrolidinyl)phenol), C(CCCCCCC)N=C=O (octyl isocyanate). Reaction SMILES: [C:1]1([CH2:7][N:8]2[CH2:12][CH2:11][CH2:10][CH:9]2[C:13]2[CH:14]=[C:15]([OH:19])[CH:16]=[CH:17][CH:18]=2)[CH:6]=[CH:5][CH:4]=[CH:3][CH:2]=1.[CH2:20]([N:28]=[C:29]=[O:30])[CH2:21][CH2:22][CH2:23][CH2:24][CH2:25][CH2:26][CH3:27]>O1CCCC1>[CH2:20]([NH:28][C:29](=[O:30])[O:19][C:15]1[CH:16]=[CH:17][CH:18]=[C:13]([CH:9]2[CH2:10][CH2:11][CH2:12][N:8]2[CH2:7][C:1]2[CH:6]=[CH:5][CH:4]=[CH:3][CH:2]=2)[CH:14]=1)[CH2:21][CH2:22][CH2:23][CH2:24][CH2:25][CH2:26][CH3:27]. Reported procedure: To a solution of 3-(1-phenylmethyl-2-pyrrolidinyl)phenol (0.06 g) in dry tetrahydrofuran (30 ml) was added octyl isocyanate (0.44 ml) at ambient temperature, under nitrogen. The reaction mixture was stirred for 17 hrs and filtered through a pad of celite. The filter cake was washed with ethyl acetate and the combined filtrates were concentrated. The residue was purified by flash column chromatography (silica gel, dichloromethane). The appropriate fractions were collected and concentrated to give... Conditions: time 17 hour. The product is C(CCCCCCC)NC(OC1=CC(=CC=C1)C1N(CCC1)CC1=CC=CC=C1)=O (3-[1-Phenylmethyl-2-pyrrolidinyl]phenyl octylcarbamate). The yield is 52.0%. Starting materials: CC(=O)O, C1CCOC1, CC1(C)CN(S(C)(=O)=O)c2cc([N+](=O)[O-])ccc21, [Zn]. Yields the product CC1(C)CN(S(C)(=O)=O)c2cc(N)ccc21. As a reaction SMILES: [C:19]([OH:20])(=[O:21])[CH3:22].[CH2:23]1[O:24][CH2:25][CH2:26][CH2:27]1.[CH3:1][S:2](=[O:3])(=[O:4])[N:5]1[CH2:6][C:7]([CH3:17])([CH3:18])[c:8]2[cH:9][cH:10][c:11]([N+:14]([O-:15])=[O:16])[cH:12][c:13]21.[Zn:28]>>[CH3:1][S:2](=[O:3])(=[O:4])[N:5]1[CH2:6][C:7]([CH3:17])([CH3:18])[c:8]2[cH:9][cH:10][c:11]([NH2:14])[cH:12][c:13]21. The reactants are N(=CC1=CC=CC=2C=CC=CC12)N(C)C. Reagents/catalysts: N=1C=CC=CC1C=NN(CC=2C=CC=CC2)CC=3C=CC=CC3, O1BOC(C)(C)C1(C)C, O1B(OC(C)(C)C1(C)C)B2OC(C)(C)C(O2)(C)C, C[OH2+].C[OH2+].C1CC=CCCC=C1.C1CC=CCCC=C1.[Ir].[Ir]. Run in O1CCCC1. Run at temperature 80 celsius, time 24 hour. Yields the product N(=CC1=C(C=CC=2C=CC=CC21)B3OC(C)(C)C(O3)(C)C)N(C)C. The yield is 95.0%. Procedure details: Following the general procedure, column chromatography in neutral alumina (EtOAc/n-hexane 1:8) afforded 11i (155 mg, 95 %) as a yellow oil. Reactants: COc1cc(C=CC=O)ccc1OCc1csc(-c2ccccc2)n1, O=C1CSC(=O)N1. Yields the product COc1cc(C=CC=C2SC(=O)NC2=O)ccc1OCc1csc(-c2ccccc2)n1. RXN SMILES: [CH3:1][O:2][c:3]1[cH:4][c:5]([CH:6]=[CH:7][CH:8]=[O:9])[cH:10][cH:11][c:12]1[O:13][CH2:14][c:15]1[n:16][c:17](-[c:20]2[cH:21][cH:22][cH:23][cH:24][cH:25]2)[s:18][cH:19]1.[S:26]1[C:27](=[O:32])[NH:28][C:29](=[O:31])[CH2:30]1>>[CH3:1][O:2][c:3]1[cH:4][c:5]([CH:6]=[CH:7][CH:8]=[C:30]2[S:26][C:27](=[O:32])[NH:28][C:29]2=[O:31])[cH:10][cH:11][c:12]1[O:13][CH2:14][c:15]1[n:16][c:17](-[c:20]2[cH:21][cH:22][cH:23][cH:24][cH:25]2)[s:18][cH:19]1. Reactants: OC=1C=C(C=CC1)C1=C(C=NC2=C(C=CC=C12)C(F)(F)F)C(=O)C1=CC=CC=C1 ([4-(3-hydroxyphenyl)-8-(trifluoromethyl)quinolin-3-yl](phenyl)methanone), BrCC1=CC(=CC=C1)C(F)(F)F (1-Bromomethyl-3-trifluoromethyl-benzene). Product: C1(=CC=CC=C1)C(=O)C=1C=NC2=C(C=CC=C2C1C1=CC(=CC=C1)OCC1=CC(=CC=C1)C(F)(F)F)C(F)(F)F (PHENYL[8-(TRIFLUOROMETHYL)-4-(3-{[3-(TRIFLUOROMETHYL)BENZYL]OXY}PHENYL)QUINOLIN-3-YL]-METHANONE). As a reaction SMILES: [OH:1][C:2]1[CH:3]=[C:4]([C:8]2[C:17]3[C:12](=[C:13]([C:18]([F:21])([F:20])[F:19])[CH:14]=[CH:15][CH:16]=3)[N:11]=[CH:10][C:9]=2[C:22]([C:24]2[CH:29]=[CH:28][CH:27]=[CH:26][CH:25]=2)=[O:23])[CH:5]=[CH:6][CH:7]=1.Br[CH2:31][C:32]1[CH:37]=[CH:36][CH:35]=[C:34]([C:38]([F:41])([F:40])[F:39])[CH:33]=1>>[C:24]1([C:22]([C:9]2[CH:10]=[N:11][C:12]3[C:17]([C:8]=2[C:4]2[CH:5]=[CH:6][CH:7]=[C:2]([O:1][CH2:31][C:32]4[CH:37]=[CH:36][CH:35]=[C:34]([C:38]([F:39])([F:40])[F:41])[CH:33]=4)[CH:3]=2)=[CH:16][CH:15]=[CH:14][C:13]=3[C:18]([F:21])([F:19])[F:20])=[O:23])[CH:25]=[CH:26][CH:27]=[CH:28][CH:29]=1. Reported procedure: The title compound was prepared from [4-(3-hydroxyphenyl)-8-(trifluoromethyl)quinolin-3-yl](phenyl)methanone and 1-Bromomethyl-3-trifluoromethyl-benzene following the procedure of Example 478: MS (ESI) m/z 552. Starting materials: CO, CCOC(=O)C1CCN(c2cccc(Cl)c2)CC1, [K+], [OH-], O. The product is O=C(O)C1CCN(c2cccc(Cl)c2)CC1. RXN SMILES: [CH3:21][OH:22].[Cl:1][c:2]1[cH:3][c:4]([N:8]2[CH2:9][CH2:10][CH:11]([C:14](=[O:15])[O:16][CH2:17][CH3:18])[CH2:12][CH2:13]2)[cH:5][cH:6][cH:7]1.[K+:20].[OH-:19].[OH2:23]>>[Cl:1][c:2]1[cH:3][c:4]([N:8]2[CH2:9][CH2:10][CH:11]([C:14](=[O:15])[OH:16])[CH2:12][CH2:13]2)[cH:5][cH:6][cH:7]1. As a reaction SMILES: [Br:11][c:12]1[cH:13][cH:14][c:15]([NH2:16])[cH:17][cH:18]1.[CH2:19]1[O:20][CH2:21][CH2:22][CH2:23]1.[CH3:1][C:2]([O:3][C:5]([CH3:4])=[O:7])=[O:6].[CH:8]([OH:9])=[O:10]>>[CH:5](=[O:7])[NH:16][c:15]1[cH:14][cH:13][c:12]([Br:11])[cH:18][cH:17]1. Yields the product O=CNc1ccc(Br)cc1. Reactants: Nc1ccc(Br)cc1, C1CCOC1, CC(=O)OC(C)=O, O=CO. Reactants: C(C1=CC=CC=C1)NC(CC=1N(C(NC1)=S)[C@H]1COC2=C(C=C(C=C2C1)F)F)=O ((R)—N-benzyl-2-(3-(6,8-difluorochroman-3-yl)-2-thioxo-2,3-dihydro-1H-imidazol-4-yl)acetamide), [BH4-].[Na+] (sodium borohydride), Cl (hydrochloric acid), Cl (hydrochloric acid), O1CCCC1.B(F)(F)F (boron trifluoride tetrahydrofuran), [OH-].[Na+] (sodium hydroxide). The solvent is O1CCCC1 (tetrahydrofuran), O1CCCC1 (tetrahydrofuran). Run at temperature 0 celsius, time 24 hour. The product is C(C1=CC=CC=C1)NCCC1=CNC(N1[C@H]1COC2=C(C=C(C=C2C1)F)F)=S ((R)-5-(2-(benzylamino)ethyl)-1-(6,8-difluorochroman-3-yl)-1H-imidazole-2(3H)-thione). The yield is 75.0%. Reaction SMILES: [CH2:1]([NH:8][C:9](=O)[CH2:10][C:11]1[N:12]([C@@H:17]2[CH2:26][C:25]3[C:20](=[C:21]([F:28])[CH:22]=[C:23]([F:27])[CH:24]=3)[O:19][CH2:18]2)[C:13](=[S:16])[NH:14][CH:15]=1)[C:2]1[CH:7]=[CH:6][CH:5]=[CH:4][CH:3]=1.[BH4-].[Na+].O1CCCC1.B(F)(F)F.Cl.[OH-].[Na+]>O1CCCC1>[CH2:1]([NH:8][CH2:9][CH2:10][C:11]1[N:12]([C@@H:17]2[CH2:26][C:25]3[C:20](=[C:21]([F:28])[CH:22]=[C:23]([F:27])[CH:24]=3)[O:19][CH2:18]2)[C:13](=[S:16])[NH:14][CH:15]=1)[C:2]1[CH:7]=[CH:6][CH:5]=[CH:4][CH:3]=1 |f:1.2,3.4,6.7|. Procedure: To a solution of (R)—N-benzyl-2-(3-(6,8-difluorochroman-3-yl)-2-thioxo-2,3-dihydro-1H-imidazol-4-yl)acetamide (16.62 g, 40 mmol) in tetrahydrofuran (133 ml) was added sodium borohydride (3.78 g, 100 mmol). The suspension was then cooled to 0° C. and a solution of boron trifluoride tetrahydrofuran (14.56 ml, 132 mmol) in tetrahydrofuran (85 ml). The mixture was warmed up to room temperature (20-25° C.) and stirred for 24 hours. After cooling to 0° C., 1N hydrochloric acid (64 ml, 64 mmol), pH to ...